Dataset: the Open Reaction Database (ORD), a public repository of structured organic reaction records. Task: describe an organic reaction: reactants, conditions, products, and yield Reactants: NC=1C=C(C=O)C=CC1 (3-aminobenzaldehyde), ClC1=CC=C(C=C1)N=C=O (4-chloro-phenylisocyanate). Solvent: CN(C)C=O (DMF). Run at temperature 110 celsius. The product is ClC1=CC=C(C=C1)NC(=O)NC1=CC(=CC=C1)C=O (1-(4-Chloro-phenyl)-3-(3-formyl-phenyl)-urea). As a reaction SMILES: [NH2:1][C:2]1[CH:3]=[C:4]([CH:7]=[CH:8][CH:9]=1)[CH:5]=[O:6].[Cl:10][C:11]1[CH:16]=[CH:15][C:14]([N:17]=[C:18]=[O:19])=[CH:13][CH:12]=1>CN(C=O)C>[Cl:10][C:11]1[CH:16]=[CH:15][C:14]([NH:17][C:18]([NH:1][C:2]2[CH:9]=[CH:8][CH:7]=[C:4]([CH:5]=[O:6])[CH:3]=2)=[O:19])=[CH:13][CH:12]=1. Procedure details: a mixture of 360 mg of 3-aminobenzaldehyde (0.3 mmoles) and 460 mg of 4-chloro-phenylisocyanate (0.3 mmoles) in 3 ml of DMF is heated under microwave irradiation at 110° C. for 10 minutes. The precipitate formed is filtered giving the desired 1-(4-Chloro-phenyl)-3-(3-formyl-phenyl)-urea. Analytical LC/MS method A: ([M+H]+): 351, RT: 5.30 min (gradient 5 to 85% acetonitrile in 7 min). Starting materials: COc1cccc2c(Cl)c(C(C)=O)cnc12, Cc1ccccc1N, C1COCCO1. The product is COc1cccc2c(Nc3ccccc3C)c(C(C)=O)cnc12. As a reaction SMILES: [C:1]([CH3:2])(=[O:3])[c:4]1[cH:5][n:6][c:7]2[c:8]([O:15][CH3:16])[cH:9][cH:10][cH:11][c:12]2[c:13]1[Cl:14].[NH2:17][c:18]1[c:19]([CH3:24])[cH:20][cH:21][cH:22][cH:23]1.[O:25]1[CH2:26][CH2:27][O:28][CH2:29][CH2:30]1>>[C:1]([CH3:2])(=[O:3])[c:4]1[cH:5][n:6][c:7]2[c:8]([O:15][CH3:16])[cH:9][cH:10][cH:11][c:12]2[c:13]1[NH:17][c:18]1[c:19]([CH3:24])[cH:20][cH:21][cH:22][cH:23]1. Reported procedure: A mixture of bromoacetaldehyde diethyl acetal (20 mL), concentrated hydrobomic acid (5 mL) and water (20 mL) is heated at 90° C. for 1.5 h. The reaction mixture is poured into 250 mL of water and 50 g sodium bicarbonate is gradually added. 2-Amino-6-bromo-4-methylpyridine (3 g, 0.016 mol) is then added and the mixture is stirred at room temperature for 3 h. Ethyl acetate (100 mL) and water (50 mL) are added. The organic layer is separated and extracted with hydrochloric acid (1N, 3×100 mL). The ... Isolated yield 76.0%. Reaction conditions: temperature 90 celsius, time 3 hour. The solvent is O (water). The product is BrC1=CC(=CC=2N1C=CN2)C (5-bromo-7-methylimidazo[1,2-a]pyridine). Starting materials: C(C)OC(CBr)OCC (bromoacetaldehyde diethyl acetal), NC1=NC(=CC(=C1)C)Br (2-Amino-6-bromo-4-methylpyridine), C(C)(=O)OCC (Ethyl acetate). As a reaction SMILES: C(O[CH:4](OCC)[CH2:5][Br:6])C.[NH2:10][C:11]1[CH:16]=[C:15]([CH3:17])[CH:14]=[C:13](Br)[N:12]=1.C(OCC)(=O)C>O>[Br:6][C:5]1[N:12]2[CH:13]=[CH:14][N:10]=[C:11]2[CH:16]=[C:15]([CH3:17])[CH:4]=1. Reactants: Br, CC(=O)O, CCOC(C)=O, CC(=O)O, CC(NC(=O)c1cc(Cl)ccc1NC(=O)C1CC(c2c([N+](=O)[O-])cccc2S(=O)(=O)[O-])=NN1c1ncccc1Cl)C1CC1, [Na+], [OH-], O. Product: CC(NC(=O)c1cc(Cl)ccc1NC(=O)C1CC(Br)=NN1c1ncccc1Cl)C1CC1. RXN SMILES: [BrH:48].[C:44]([OH:45])(=[O:46])[CH3:47].[CH3:49][CH2:50][O:51][C:52](=[O:53])[CH3:54].[CH3:57][C:58](=[O:59])[OH:60].[Cl:1][c:2]1[cH:3][c:4]([C:36]([NH:37][CH:38]([CH3:39])[CH:40]2[CH2:41][CH2:42]2)=[O:43])[c:5]([NH:8][C:9](=[O:10])[CH:11]2[CH2:12][C:13]([c:23]3[c:24]([N+:25]([O-:26])=[O:27])[cH:28][cH:29][cH:30][c:31]3[S:32]([O-:33])(=[O:34])=[O:35])=[N:14][N:15]2[c:16]2[n:17][cH:18][cH:19][cH:20][c:21]2[Cl:22])[cH:6][cH:7]1.[Na+:56].[OH-:55].[OH2:61]>>[Cl:1][c:2]1[cH:3][c:4]([C:36]([NH:37][CH:38]([CH3:39])[CH:40]2[CH2:41][CH2:42]2)=[O:43])[c:5]([NH:8][C:9](=[O:10])[CH:11]2[CH2:12][C:13]([Br:48])=[N:14][N:15]2[c:16]2[n:17][cH:18][cH:19][cH:20][c:21]2[Cl:22])[cH:6][cH:7]1. Starting materials: CC=1C(=NC=CC1)C#N (3-Methylpyridine-2-carbonitrile), [H-].[Al+3].[Li+].[H-].[H-].[H-] (lithium aluminium hydride). Solvent: C1CCOC1 (THF). Conditions: time 1 hour. Yields the product CC=1C(=NC=CC1)CN ((3-Methyl-pyridin-2-yl)methylamine). Yield: 13.6%. RXN SMILES: [CH3:1][C:2]1[C:3]([C:8]#[N:9])=[N:4][CH:5]=[CH:6][CH:7]=1.[H-].[Al+3].[Li+].[H-].[H-].[H-]>C1COCC1>[CH3:1][C:2]1[C:3]([CH2:8][NH2:9])=[N:4][CH:5]=[CH:6][CH:7]=1 |f:1.2.3.4.5.6|. Procedure: 3-Methylpyridine-2-carbonitrile (2.0 g, 16.95 mmol) in THF (50 ml) at 0° C. was added to a solution of lithium aluminium hydride (16.95 ml, 1 M in THF) and the mixture allowed to warm to RT overnight. The reaction was cooled to 0° C. and quenched with ethyl acetate (2.5 ml). Sodium hydroxide (2.5 ml, 1 M) was added and the mixture stirred at RT for 1 h, then filtered through Celite®. The filtrate was extracted with ethyl acetate (2×20 ml) and the combined organics washed with brine (50 ml) and d... Starting materials: CCOC(=O)C(C)(C)Oc1cccc(CCN)c1, Cc1nc(-c2ccc(C(F)(F)F)cc2)ccc1CC(=O)O. Product: CCOC(=O)C(C)(C)Oc1cccc(CCNC(=O)Cc2ccc(-c3ccc(C(F)(F)F)cc3)nc2C)c1. Reaction SMILES: [CH2:1]([CH3:2])[O:3][C:4]([C:5]([CH3:6])([CH3:7])[O:8][c:9]1[cH:10][c:11]([CH2:15][CH2:16][NH2:17])[cH:12][cH:13][cH:14]1)=[O:18].[CH3:19][c:20]1[n:21][c:22](-[c:30]2[cH:31][cH:32][c:33]([C:36]([F:37])([F:38])[F:39])[cH:34][cH:35]2)[cH:23][cH:24][c:25]1[CH2:26][C:27](=[O:28])[OH:29]>>[CH2:1]([CH3:2])[O:3][C:4]([C:5]([CH3:6])([CH3:7])[O:8][c:9]1[cH:10][c:11]([CH2:15][CH2:16][NH:17][C:27]([CH2:26][c:25]2[c:20]([CH3:19])[n:21][c:22](-[c:30]3[cH:31][cH:32][c:33]([C:36]([F:37])([F:38])[F:39])[cH:34][cH:35]3)[cH:23][cH:24]2)=[O:28])[cH:12][cH:13][cH:14]1)=[O:18]. The reactants are CCCCCCCOc1ccc(CCC(C)(C=O)NC(=O)OC(C)(C)C)cc1, [Li]CCCC, CCOC(=O)CP(=O)(OCC)OCC, C1CCOC1, CCOC(C)=O, [Na+], O=C([O-])O. Yields the product CCCCCCCOc1ccc(CCC(C)(C=CC(=O)OCC)NC(=O)OC(C)(C)C)cc1. Reaction SMILES: [C:20]([CH3:21])([CH3:22])([CH3:23])[O:24][C:25]([NH:26][C:27]([CH2:28][CH2:29][c:30]1[cH:31][cH:32][c:33]([O:36][CH2:37][CH2:38][CH2:39][CH2:40][CH2:41][CH2:42][CH3:43])[cH:34][cH:35]1)([CH3:44])[CH:45]=[O:46])=[O:47].[CH2:15]([Li:16])[CH2:17][CH2:18][CH3:19].[CH2:1]([CH3:2])[O:3][C:4]([CH2:5][P:6]([O:7][CH2:8][CH3:9])([O:10][CH2:11][CH3:12])=[O:13])=[O:14].[CH2:53]1[O:54][CH2:55][CH2:56][CH2:57]1.[CH3:58][CH2:59][O:60][C:61]([CH3:62])=[O:63].[Na+:52].[O-:48][C:49]([OH:50])=[O:51]>>[CH2:1]([CH3:2])[O:3][C:4]([CH:5]=[CH:45][C:27]([NH:26][C:25]([O:24][C:20]([CH3:21])([CH3:22])[CH3:23])=[O:47])([CH2:28][CH2:29][c:30]1[cH:31][cH:32][c:33]([O:36][CH2:37][CH2:38][CH2:39][CH2:40][CH2:41][CH2:42][CH3:43])[cH:34][cH:35]1)[CH3:44])=[O:14]. The reactants are N#Cc1ccc(OCc2ccccc2C(=O)O)c(F)c1, CN(C)C=O, O=C(Cl)C(=O)Cl, ClCCl. The product is N#Cc1ccc(OCc2ccccc2C(=O)Cl)c(F)c1. Reaction SMILES: [C:1](#[N:2])[c:3]1[cH:4][c:5]([F:20])[c:6]([O:7][CH2:8][c:9]2[c:10]([C:11](=[O:12])[OH:13])[cH:14][cH:15][cH:16][cH:17]2)[cH:18][cH:19]1.[CH3:27][N:28]([CH3:29])[CH:30]=[O:31].[Cl:21][C:22]([C:23]([Cl:24])=[O:25])=[O:26].[Cl:32][CH2:33][Cl:34]>>[C:1](#[N:2])[c:3]1[cH:4][c:5]([F:20])[c:6]([O:7][CH2:8][c:9]2[c:10]([C:11](=[O:12])[Cl:21])[cH:14][cH:15][cH:16][cH:17]2)[cH:18][cH:19]1.